From a dataset of the Open Reaction Database (ORD), a public repository of structured organic reaction records. describe an organic reaction: reactants, conditions, products, and yield Starting materials: C(C1=CC=CC=C1)OC=1C(=NNC1C(=O)OC)C(=O)OC (dimethyl 4-benzyloxy-1H-pyrazole-3,5-dicarboxylate), C(=O)([O-])[O-].[Cs+].[Cs+] (Cs2CO3), BrC(C)Br (dibromoethane). Solvent: CN(C)C=O (DMF). Reaction conditions: time 2 hour. The product is C(C1=CC=CC=C1)OC=1C(=NN(C1C(=O)OC)CCBr)C(=O)OC (Dimethyl 4-benzyloxy-1-(2-bromoethyl)-1H-pyrazole-3,5-dicarboxylate). RXN SMILES: [CH2:1]([O:8][C:9]1[C:10]([C:18]([O:20][CH3:21])=[O:19])=[N:11][NH:12][C:13]=1[C:14]([O:16][CH3:17])=[O:15])[C:2]1[CH:7]=[CH:6][CH:5]=[CH:4][CH:3]=1.C([O-])([O-])=O.[Cs+].[Cs+].[Br:28][CH:29](Br)[CH3:30]>CN(C=O)C>[CH2:1]([O:8][C:9]1[C:13]([C:14]([O:16][CH3:17])=[O:15])=[N:12][N:11]([CH2:30][CH2:29][Br:28])[C:10]=1[C:18]([O:20][CH3:21])=[O:19])[C:2]1[CH:7]=[CH:6][CH:5]=[CH:4][CH:3]=1 |f:1.2.3|. Reported procedure: To a solution of dimethyl 4-benzyloxy-1H-pyrazole-3,5-dicarboxylate (1.0 g, 3.45 mmol) in anhydrous DMF (20 mL) were added Cs2CO3 (1.35 g, 4.13 mmol) and dibromoethane (2.27 g, 12.1 mmol). The reaction mixture was stirred at room temperature for 2 hours and then filtered. The filtrate was concentrated in vacuo and the residue was purified by flash chromatography on silica gel using a 0-25% EtOAc/hexanes gradient elution. Collection and concentration of the appropriate fractions provided the titl...